This data is from the Open Reaction Database (ORD), a public repository of structured organic reaction records. The task is: describe an organic reaction: reactants, conditions, products, and yield Starting materials: C1(=CC=CC=C1)C=1NC=2C=CC=C3C2C1CCNC3=O (2-Phenyl-3,4,5,6-tetrahydro-1H-azepino[5,4,3-cd]indol-6-one), tricyclic bromide, C(=O)C1=CC=C(C=C1)B(O)O (4-formylbenzeneboronic acid). The product is C(=O)C1=CC=C(C=C1)C=1NC=2C=CC=C3C2C1CCNC3=O (2-(4-formylphenyl)-3,4,5,6-tetrahydro-1H-azepino[5,4,3-cd]indol-6-one). As a reaction SMILES: [C:1]1([C:7]2[NH:8][C:9]3[CH:10]=[CH:11][CH:12]=[C:13]4[C:19](=[O:20])[NH:18][CH2:17][CH2:16][C:15]=2[C:14]=34)[CH:6]=[CH:5][CH:4]=[CH:3][CH:2]=1.[CH:21](C1C=CC(B(O)O)=CC=1)=[O:22]>>[CH:21]([C:4]1[CH:3]=[CH:2][C:1]([C:7]2[NH:8][C:9]3[CH:10]=[CH:11][CH:12]=[C:13]4[C:19](=[O:20])[NH:18][CH2:17][CH2:16][C:15]=2[C:14]=34)=[CH:6][CH:5]=1)=[O:22]. Procedure details: In a manner similar to that described above for Compound 12, the tricyclic bromide (168 mg, 0.63 mmol) and 4-formylbenzeneboronic acid (142 mg, 0.95 mmol) were coupled to yield 2-(4-formylphenyl)-3,4,5,6-tetrahydro-1H-azepino[5,4,3-cd]indol-6-one, 141 mg (77%), as a yellow solid. mp 238-240° C. (dec.); 1H NMR (300 MHz, d6-DMSO) δ 3.12 (m, 2H), 3.42 (m, 2H), 7.28 (t, 1H, J=7.6 Hz), 7.59 (d, 1H, J=7.6 Hz), 7.62 (d, 1H, J=7.6 Hz), 7.88 (d of ABq, 2H, J=7.7 Hz), 8.05 (d of ABq, 2H, J=7.7 Hz), 8.11 (...